Dataset: the Open Reaction Database (ORD), a public repository of structured organic reaction records. Task: describe an organic reaction: reactants, conditions, products, and yield Starting materials: CN(C)C=O, CN=C=S, Nc1nc[nH]n1. The product is CNC(=S)n1ncnc1N. RXN SMILES: [CH3:11][N:12]([CH3:13])[CH:14]=[O:15].[CH3:7][N:8]=[C:9]=[S:10].[NH2:1][c:2]1[n:3][nH:4][cH:5][n:6]1>>[NH2:1][c:2]1[n:3]([C:9]([NH:8][CH3:7])=[S:10])[n:4][cH:5][n:6]1. Reactants: C([C@H](O)[C@@H](O)C(=O)O)(=O)O (L-(+)-Tartaric acid), N1CC(C(=O)OCC)CCC1 ((±)-ethyl nipecotate), N1C[C@H](C(=O)OCC)CCC1.C(=O)([O-])[C@H](O)[C@@H](O)C(=O)[O-] ((R)-(−)-ethyl nipecotate L-(+)-tartrate). Run in C(C)(C)O (isopropyl alcohol), O (water). Conditions: temperature 62.5 celsius, time 25 minute. Yields the product C(=O)(O)C(O)C(O)C(=O)O.N1C[C@H](C(=O)OCC)CCC1 ((R)-(−)-Ethyl Nipecotate Tartrate). The yield is 72.0%. As a reaction SMILES: [C:1]([OH:10])(=[O:9])[C@@H:2]([C@H:4]([C:6]([OH:8])=[O:7])[OH:5])[OH:3].[NH:11]1[CH2:21][CH2:20][CH2:19][CH:13]([C:14]([O:16][CH2:17][CH3:18])=[O:15])[CH2:12]1.N1CCC[C@@H](C(OCC)=O)C1.C([C@@H]([C@H](C([O-])=O)O)O)([O-])=O>C(O)(C)C.O>[C:6]([CH:4]([CH:2]([C:1]([OH:10])=[O:9])[OH:3])[OH:5])([OH:8])=[O:7].[NH:11]1[CH2:21][CH2:20][CH2:19][C@@H:13]([C:14]([O:16][CH2:17][CH3:18])=[O:15])[CH2:12]1 |f:2.3,6.7|. Procedure details: L-(+)-Tartaric acid (47.74 g, 318 mmol) was suspended in 265 g of isopropyl alcohol and 16.91 g of water. The mixture was heated to 60-65° C. to afford a homogeneous solution. One equivalent of (±)-ethyl nipecotate (50 g, 318 mmol) was added while the temperature was maintained at or below 75° C. The mixture was stirred at 70-75° C. for 20-30 minutes, then cooled to 60° C. over 60 minutes. Seed crystals of (R)-(−)-ethyl nipecotate-L-(+)-tartrate (25 mg, 0.08 mmol) were added and the reaction was... Starting materials: ClC=1C=CC2=C(C=C(S2)C2(CCN(CC2)C)O)C1 (5-chloro-2-(1-methyl-4-hydroxy-1,2,3,6-tetrahydropyridin-4-yl)benzothiophene), FC(C(=O)O)(F)F (trifluoroacetic acid). Run at time 2 hour. Yields the product ClC=1C=CC2=C(C=C(S2)C=2CCN(CC2)C)C1 (5-chloro-2-(1-methyl-1,2,3,6-tetrahydropyridin-4-yl)benzo-thiophene). Yield: 120.2%. RXN SMILES: [Cl:1][C:2]1[CH:3]=[CH:4][C:5]2[S:9][C:8]([C:10]3(O)[CH2:15][CH2:14][N:13]([CH3:16])[CH2:12][CH2:11]3)=[CH:7][C:6]=2[CH:18]=1.FC(F)(F)C(O)=O>>[Cl:1][C:2]1[CH:3]=[CH:4][C:5]2[S:9][C:8]([C:10]3[CH2:15][CH2:14][N:13]([CH3:16])[CH2:12][CH:11]=3)=[CH:7][C:6]=2[CH:18]=1. Procedure: To 0.30 gm (1.06 mMol) 5-chloro-2-(1-methyl-4-hydroxy-1,2,3,6-tetrahydropyridin-4-yl)benzothiophene were added 4.0 mL trifluoroacetic acid. The reaction mixture was stirred for two hours at room temperature. The volatiles were removed under reduced pressure and the residue partitioned between aqueous sodium bicarbonate and dichloromethane. The phases were separated and the organic phase dried over sodium sulfate and then concentrated under reduced pressure. The residue was subjected to flash chr... The reactants are O[C@@H](COC1=CC=C(C=C1)B(O)O)CCC=1C=NC=CC1 ((2R)-4-(2-hydroxy-4-pyridin-3-ylbutoxy)benzeneboronic acid), BrC=1C=C(C=NC1)C#N (5-bromopyridine-3-carbonitrile), C([O-])([O-])=O.[Na+].[Na+] (sodium carbonate). Reagents/catalysts: C=1C=CC(=CC1)[P](C=2C=CC=CC2)(C=3C=CC=CC3)[Pd]([P](C=4C=CC=CC4)(C=5C=CC=CC5)C=6C=CC=CC6)([P](C=7C=CC=CC7)(C=8C=CC=CC8)C=9C=CC=CC9)[P](C=1C=CC=CC1)(C=1C=CC=CC1)C=1C=CC=CC1 (tetrakis(triphenylphosphine)palladium(0)). Run at temperature 90 celsius. Yields the product O[C@@H](COC1=CC=C(C=C1)C=1C=NC=C(C#N)C1)CCC=1C=NC=CC1 ((2R)-5-[4-(2-Hydroxy-4-pyridin-3-yl-butoxy)phenyl]nicotinonitrile). Yield: 55.4%. RXN SMILES: [OH:1][C@H:2]([CH2:14][CH2:15][C:16]1[CH:17]=[N:18][CH:19]=[CH:20][CH:21]=1)[CH2:3][O:4][C:5]1[CH:10]=[CH:9][C:8](B(O)O)=[CH:7][CH:6]=1.Br[C:23]1[CH:24]=[C:25]([C:29]#[N:30])[CH:26]=[N:27][CH:28]=1.C(=O)([O-])[O-].[Na+].[Na+]>C1C=CC([P]([Pd]([P](C2C=CC=CC=2)(C2C=CC=CC=2)C2C=CC=CC=2)([P](C2C=CC=CC=2)(C2C=CC=CC=2)C2C=CC=CC=2)[P](C2C=CC=CC=2)(C2C=CC=CC=2)C2C=CC=CC=2)(C2C=CC=CC=2)C2C=CC=CC=2)=CC=1>[OH:1][C@H:2]([CH2:14][CH2:15][C:16]1[CH:17]=[N:18][CH:19]=[CH:20][CH:21]=1)[CH2:3][O:4][C:5]1[CH:10]=[CH:9][C:8]([C:23]2[CH:28]=[N:27][CH:26]=[C:25]([CH:24]=2)[C:29]#[N:30])=[CH:7][CH:6]=1 |f:2.3.4,^1:40,42,61,80|. Procedure: Prepared according to the method described in Example 21b) from (2R)-4-(2-hydroxy-4-pyridin-3-ylbutoxy)benzeneboronic acid (0.15 g, Example 28a)), 5-bromopyridine-3-carbonitrile (0.19 g), 2M aqueous sodium carbonate (0.60 ml) and tetrakis(triphenylphosphine)palladium(0) (0.014 g) with heating at 90° C. for 4 hours. After work up, the residue was purified by normal-phase HPLC eluting with a gradient of 0-10% ethanol in dichloromethane to give the title compound as an oil (0.10 g). Reactants: C(C)(C)(C)OC(C[C@@H](CCCC1=CC=C(C=C1)O)C(N[C@@H]1C(NCCOCCN2C3=CC=CC=C3C(C1)=C2)=O)=O)=O ((3R,9S)-6-[4-hydroxyphenyl]-3-[8-oxo-4-oxa-1,7-diazatricyclo[9.6.1.012,17 ]octadeca-11(18),12,14,16-tetraen-9-ylcarbamoyl)-hexanoic acid t-butyl ester), ICCCO (3-iodopropanol), C([O-])([O-])=O.[Cs+].[Cs+] (cesium carbonate). Run in CN(C)C=O (DMF). Run at time 2.5 hour. Yields the product C(C)(C)(C)OC(C[C@@H](CCCC1=CC=C(C=C1)OCCCO)C(N[C@@H]1C(NCCOCCN2C3=CC=CC=C3C(C1)=C2)=O)=O)=O ((3R,9S)-6-[4-(3-hydroxy-propoxy)-phenyl]-3-[8-oxo-4-oxa-1,7-diazatricyclo[9.6.1.012,17 ]octadeca-11(18),12,14,16-tetraen-9-ylcarbamoyl)-hexanoic acid t-butyl ester). The yield is 102.9%. Reaction SMILES: [C:1]([O:5][C:6](=[O:41])[CH2:7][C@H:8]([C:19](=[O:40])[NH:20][C@H:21]1[CH2:37][C:36]2=[CH:38][N:29]([C:30]3[C:35]2=[CH:34][CH:33]=[CH:32][CH:31]=3)[CH2:28][CH2:27][O:26][CH2:25][CH2:24][NH:23][C:22]1=[O:39])[CH2:9][CH2:10][CH2:11][C:12]1[CH:17]=[CH:16][C:15]([OH:18])=[CH:14][CH:13]=1)([CH3:4])([CH3:3])[CH3:2].I[CH2:43][CH2:44][CH2:45][OH:46].C(=O)([O-])[O-].[Cs+].[Cs+]>CN(C=O)C>[C:1]([O:5][C:6](=[O:41])[CH2:7][C@H:8]([C:19](=[O:40])[NH:20][C@H:21]1[CH2:37][C:36]2=[CH:38][N:29]([C:30]3[C:35]2=[CH:34][CH:33]=[CH:32][CH:31]=3)[CH2:28][CH2:27][O:26][CH2:25][CH2:24][NH:23][C:22]1=[O:39])[CH2:9][CH2:10][CH2:11][C:12]1[CH:17]=[CH:16][C:15]([O:18][CH2:43][CH2:44][CH2:45][OH:46])=[CH:14][CH:13]=1)([CH3:4])([CH3:2])[CH3:3] |f:2.3.4|. Reported procedure: To (3R,9S)-6-[4-hydroxyphenyl]-3-[8-oxo-4-oxa-1,7-diazatricyclo[9.6.1.012,17 ]octadeca-11(18),12,14,16-tetraen-9-ylcarbamoyl)-hexanoic acid t-butyl ester (1.0 g, 1.72 mmol) in DMF (20 mL) at 0° C. was added 3-iodopropanol(363mg, 1.95 mmol) and cesium carbonate (636 mg, 1.95 mmol). The mixture was then stirred at room temperature for 2.5 hours. DMF was removed under reduced pressure. The remaining residue was taken up in EtOAc (70 mL) and brine (40 mL). The EtOAc layer was washed with brine and d... The reactants are BrC1=CC=C(C2=CC=CC=C12)CC(=O)O (4-Bromonaphth-1-ylacetic acid), N1=CC=C(C=C1)B(O)O (pyridin-4-ylboronic acid), C(O)([O-])=O.[Na+] (sodium hydrogen carbonate), O (water). The reagents and catalysts are C=1C=CC(=CC1)[P](C=2C=CC=CC2)(C=3C=CC=CC3)[Pd]([P](C=4C=CC=CC4)(C=5C=CC=CC5)C=6C=CC=CC6)([P](C=7C=CC=CC7)(C=8C=CC=CC8)C=9C=CC=CC9)[P](C=1C=CC=CC1)(C=1C=CC=CC1)C=1C=CC=CC1 (tetrakis(triphenylphosphine)palladium). The solvent is COCCOC (1,2-dimethoxyethane). Product: N1=CC=C(C=C1)C1=CC=C(C2=CC=CC=C12)CC(=O)O (4-(Pyridin-4-yl)naphth-1-ylacetic acid). RXN SMILES: Br[C:2]1[C:11]2[C:6](=[CH:7][CH:8]=[CH:9][CH:10]=2)[C:5]([CH2:12][C:13]([OH:15])=[O:14])=[CH:4][CH:3]=1.[N:16]1[CH:21]=[CH:20][C:19](B(O)O)=[CH:18][CH:17]=1.C(=O)([O-])O.[Na+].O>COCCOC.C1C=CC([P]([Pd]([P](C2C=CC=CC=2)(C2C=CC=CC=2)C2C=CC=CC=2)([P](C2C=CC=CC=2)(C2C=CC=CC=2)C2C=CC=CC=2)[P](C2C=CC=CC=2)(C2C=CC=CC=2)C2C=CC=CC=2)(C2C=CC=CC=2)C2C=CC=CC=2)=CC=1>[N:16]1[CH:21]=[CH:20][C:19]([C:2]2[C:11]3[C:6](=[CH:7][CH:8]=[CH:9][CH:10]=3)[C:5]([CH2:12][C:13]([OH:15])=[O:14])=[CH:4][CH:3]=2)=[CH:18][CH:17]=1 |f:2.3,^1:40,42,61,80|. Reported procedure: 4-Bromonaphth-1-ylacetic acid (J. Org. Chem., 1951, 16, 1588) (1 g, 3.78 mmole) in 1,2-dimethoxyethane (50 ml) was treated with pyridin-4-ylboronic acid (465 mg, 3.78 mmole), sodium hydrogen carbonate (952 mg, 11.3 mmole) and water (10 ml). A stream of argon was bubbled through the mixture for 15 minutes, then tetrakis(triphenylphosphine)palladium (0) (200 mg 0.17 mmole) was added and the mixture heated under reflux for 18 hours. The mixture was then concentrated in vacuo to a gum, which was par... Starting materials: ClCCl, CC1=C(C)C(C)(C)CC(O)C1, O=C(OO)c1cccc(Cl)c1. Product: CC(=O)C1(C)CC(O)CC1(C)C. As a reaction SMILES: [CH2:23]([Cl:24])[Cl:25].[CH3:1][C:2]1=[C:7]([CH3:8])[C:6]([CH3:9])([CH3:10])[CH2:5][CH:4]([OH:11])[CH2:3]1.[OH:12][O:13][C:14]([c:15]1[cH:16][c:17]([Cl:18])[cH:19][cH:20][cH:21]1)=[O:22]>>[CH3:1][C:2]1([C:7]([CH3:8])=[O:12])[CH2:3][CH:4]([OH:11])[CH2:5][C:6]1([CH3:9])[CH3:10]. Reactants: BrC=1C=CC(=C(CN2N=C(C=C2C)CCC(=O)O)C1)OC\C(=C\C)\C (3-[1-(5-Bromo-2-((E)-2-methyl-but-2-enyloxy)-benzyl)-5-methyl-1H-pyrazol-3-yl]-propionic acid). Reagents/catalysts: O=[Pt]=O (PtO2). The solvent is CCOC(=O)C (EtOAc), CCCC(C)C (isohexane). Run at time 90 minute. Product: BrC=1C=CC(=C(CN2N=C(C=C2C)CCC(=O)O)C1)OCC(CC)C (3-[1-(5-Bromo-2-(2-methyl-butoxy)-benzyl)-5-methyl-1H-pyrazol-3-yl]-propionic acid). As a reaction SMILES: [Br:1][C:2]1[CH:3]=[CH:4][C:5]([O:20][CH2:21]/[C:22](/[CH3:25])=[CH:23]/[CH3:24])=[C:6]([CH:19]=1)[CH2:7][N:8]1[C:12]([CH3:13])=[CH:11][C:10]([CH2:14][CH2:15][C:16]([OH:18])=[O:17])=[N:9]1>CCOC(C)=O.CCCC(C)C.O=[Pt]=O>[Br:1][C:2]1[CH:3]=[CH:4][C:5]([O:20][CH2:21][CH:22]([CH3:25])[CH2:23][CH3:24])=[C:6]([CH:19]=1)[CH2:7][N:8]1[C:12]([CH3:13])=[CH:11][C:10]([CH2:14][CH2:15][C:16]([OH:18])=[O:17])=[N:9]1. Reported procedure: A suspension of 24 (0.1 g, 0.24 mmol) and PtO2 (0.02 g) in EtOAc (10 mL) and isohexane (10 mL), previously purged with nitrogen, was stirred under a hydrogen atmosphere (balloon) at RT for 90 min. The catalyst was removed by filtration through Hyflo, the filtrate was evaporated to dryness and the residue was purified on silica to yield the title compound 25, 0.027 g (26%). Reactants: CCN(C(C)C)C(C)C, ClCCl, COc1ccc(OCCO)c(CN(C(C)=O)c2cc(F)ccc2Oc2ccccc2)c1, CS(=O)(=O)Cl. Yields the product COc1ccc(OCCOS(C)(=O)=O)c(CN(C(C)=O)c2cc(F)ccc2Oc2ccccc2)c1. As a reaction SMILES: [CH:32]([N:33]([CH:34]([CH3:35])[CH3:36])[CH2:37][CH3:38])([CH3:39])[CH3:40].[Cl:46][CH2:47][Cl:48].[F:1][c:2]1[cH:3][cH:4][c:5]([O:25][c:26]2[cH:27][cH:28][cH:29][cH:30][cH:31]2)[c:6]([N:8]([C:9]([CH3:10])=[O:11])[CH2:12][c:13]2[c:14]([O:21][CH2:22][CH2:23][OH:24])[cH:15][cH:16][c:17]([O:19][CH3:20])[cH:18]2)[cH:7]1.[S:41](=[O:42])(=[O:43])([CH3:44])[Cl:45]>>[F:1][c:2]1[cH:3][cH:4][c:5]([O:25][c:26]2[cH:27][cH:28][cH:29][cH:30][cH:31]2)[c:6]([N:8]([C:9]([CH3:10])=[O:11])[CH2:12][c:13]2[c:14]([O:21][CH2:22][CH2:23][O:24][S:41](=[O:42])(=[O:43])[CH3:44])[cH:15][cH:16][c:17]([O:19][CH3:20])[cH:18]2)[cH:7]1. Reaction SMILES: [CH3:20][C:21]([Cl:22])=[O:23].[CH3:24][C:25](=[O:26])[O:27][C:28](=[O:29])[CH3:30].[CH3:31][CH2:32][OH:33].[NH2:1][c:2]1[cH:3][cH:4][c:5]2[c:6]([cH:19]1)[CH:7]([C:15]([Cl:16])([Cl:17])[Cl:18])[O:8][CH:9]([C:11]([Cl:12])([Cl:13])[Cl:14])[O:10]2>>[N:1]([c:2]1[cH:3][cH:4][c:5]2[c:6]([cH:19]1)[CH:7]([C:15]([Cl:16])([Cl:17])[Cl:18])[O:8][CH:9]([C:11]([Cl:12])([Cl:13])[Cl:14])[O:10]2)([C:21]([CH3:20])=[O:23])[C:25]([CH3:24])=[O:26]. Product: CC(=O)N(C(C)=O)c1ccc2c(c1)C(C(Cl)(Cl)Cl)OC(C(Cl)(Cl)Cl)O2. The reactants are CC(=O)Cl, CC(=O)OC(C)=O, CCO, Nc1ccc2c(c1)C(C(Cl)(Cl)Cl)OC(C(Cl)(Cl)Cl)O2.